Dataset: the Open Reaction Database (ORD), a public repository of structured organic reaction records. Task: describe an organic reaction: reactants, conditions, products, and yield Reactants: Cc1cc(C)c(N2CCCc3c2nn(C)c3NC(=O)OC(C)(C)C)c(Cl)c1, ClCCl, O=C(O)C(F)(F)F. Product: Cc1cc(C)c(N2CCCc3c2nn(C)c3N)c(Cl)c1. Reaction SMILES: [C:1]([O:2][C:3](=[O:4])[NH:7][c:8]1[n:9]([CH3:26])[n:10][c:11]2[c:16]1[CH2:15][CH2:14][CH2:13][N:12]2[c:17]1[c:18]([Cl:25])[cH:19][c:20]([CH3:24])[cH:21][c:22]1[CH3:23])([CH3:5])([CH3:6])[CH3:27].[Cl:35][CH2:36][Cl:37].[OH:28][C:29]([C:30]([F:31])([F:32])[F:33])=[O:34]>>[NH2:7][c:8]1[n:9]([CH3:26])[n:10][c:11]2[c:16]1[CH2:15][CH2:14][CH2:13][N:12]2[c:17]1[c:18]([Cl:25])[cH:19][c:20]([CH3:24])[cH:21][c:22]1[CH3:23]. Starting materials: C(C)(C)(C)OC(=O)NC1C(CC2CCCCC2C1)O (3-tert-butoxycarbonylaminodecahydro-2-naphthalenol), [Cr](=O)(=O)([O-])O[Cr](=O)(=O)[O-].[NH+]1=CC=CC=C1.[NH+]1=CC=CC=C1 (pyridinium dichromate), 3A, powder, C(C)(=O)O (acetic acid). The solvent is C(Cl)Cl (methylene chloride). Conditions: time 50 minute. The product is C(C)(C)(C)OC(=O)NC1C(CC2CCCCC2C1)=O (3-Tert-butoxycarbonylamino octahydro-2(1H)-naphthalenone). Reaction SMILES: [C:1]([O:5][C:6]([NH:8][CH:9]1[CH2:18][CH:17]2[CH:12]([CH2:13][CH2:14][CH2:15][CH2:16]2)[CH2:11][CH:10]1[OH:19])=[O:7])([CH3:4])([CH3:3])[CH3:2].[Cr](O[Cr]([O-])(=O)=O)([O-])(=O)=O.[NH+]1C=CC=CC=1.[NH+]1C=CC=CC=1.C(O)(=O)C>C(Cl)Cl>[C:1]([O:5][C:6]([NH:8][CH:9]1[CH2:18][CH:17]2[CH:12]([CH2:13][CH2:14][CH2:15][CH2:16]2)[CH2:11][C:10]1=[O:19])=[O:7])([CH3:4])([CH3:2])[CH3:3] |f:1.2.3|. Procedure details: Under argon to a solution of 3-tert-butoxycarbonylaminodecahydro-2-naphthalenol (0.27 g) in methylene chloride (5 ml) was added pyridinium dichromate (572 mg), molecular sieves 3A powder (791 mg) and acetic acid (100 μl). The reaction mixture was stirred for 50 minutes at room temperature. The black mixture was filtered through a silica gel column (60 g, elution with ethyl acetate:cyclohexane, 1:4) to give, after evaporation of solvents, the title compound as a viscous oil (165 mg). Starting materials: CCOC(=O)CC(=O)C1=CC=CC=C1 (Ethyl benzoyl acetate), C(C)OCC (diethylether). Reaction conditions: time 24 hour. Yields the product O[C@@](CC(=O)OCC)(C)C1=CC=CC=C1 (ethyl (R)-3-hydroxy-3-phenylbutanoate). RXN SMILES: [CH3:1][CH2:2][O:3][C:4]([CH2:6][C:7]([C:9]1[CH:14]=[CH:13][CH:12]=[CH:11][CH:10]=1)=[O:8])=[O:5].[CH2:15](OCC)C>>[OH:8][C@:7]([C:9]1[CH:10]=[CH:11][CH:12]=[CH:13][CH:14]=1)([CH3:15])[CH2:6][C:4]([O:3][CH2:2][CH3:1])=[O:5]. Reported procedure: Ethyl benzoyl acetate (192 mg, 1 mmol) was added to diethylether (10 mL) and the solution applied to a sheet of filter paper. The solvent was left to evaporate. Yeast (10 g/mmol) was mixed with water (10 ml) and the resultant paste spread onto the filter paper and left for 24 h. The product was extracted from the yeast using ethyl acetate (2×30 mL). Evaporation under reduced pressure produced an essentially pure ethyl (R)-3-hydroxy-3-phenylbutanoate as an oil. The reactants are [Li]C(C)(C)C, CCOP(=O)(OCC)C(F)F, COCCOC, CCCCC, [Cl-], [NH4+], CC12CCC3(C=O)c4ccc(O)cc4CCC3C1CC(O)C2. The product is CC12CCC3(C=C(F)F)c4ccc(O)cc4CCC3C1CC(O)C2. RXN SMILES: [C:12]([Li:13])([CH3:14])([CH3:15])[CH3:16].[CH2:1]([O:2][P:3](=[O:4])([O:5][CH2:6][CH3:7])[CH:9]([F:10])[F:11])[CH3:8].[CH2:46]([CH2:47][O:48][CH3:49])[O:50][CH3:51].[CH3:41][CH2:42][CH2:43][CH2:44][CH3:45].[Cl-:39].[NH4+:40].[OH:17][c:18]1[cH:19][c:20]2[c:33]([cH:34][cH:35]1)[C:32]1([CH:36]=[O:37])[CH:23]([CH2:22][CH2:21]2)[CH:24]2[CH2:25][CH:26]([OH:38])[CH2:27][C:28]2([CH3:29])[CH2:30][CH2:31]1>>[C:9]([F:10])([F:11])=[CH:36][C:32]12[CH:23]([CH2:22][CH2:21][c:20]3[cH:19][c:18]([OH:17])[cH:35][cH:34][c:33]31)[CH:24]1[CH2:25][CH:26]([OH:38])[CH2:27][C:28]1([CH3:29])[CH2:30][CH2:31]2. The reactants are CC(C)=O, CN1CCSC1=NC(=S)Nc1ccccc1, CI. Yields the product CSC(=Nc1ccccc1)N=C1SCCN1C, I. RXN SMILES: [CH3:19][C:20](=[O:21])[CH3:22].[CH3:1][N:2]1[C:3](=[N:7][C:8](=[S:9])[NH:10][c:11]2[cH:12][cH:13][cH:14][cH:15][cH:16]2)[S:4][CH2:5][CH2:6]1.[I:17][CH3:18]>>[CH3:1][N:2]1[C:3](=[N:7][C:8]([S:9][CH3:18])=[N:10][c:11]2[cH:12][cH:13][cH:14][cH:15][cH:16]2)[S:4][CH2:5][CH2:6]1.[IH:17].